This data is from the Open Reaction Database (ORD), a public repository of structured organic reaction records. The task is: describe an organic reaction: reactants, conditions, products, and yield The reactants are NC1=CC(=C(C=C1)CN1OCC(C1=O)(C)C)Br (2-[(4-amino-2-bromophenyl)methyl]-4,4-dimethyl-3-isoxazolidinone), C1(C=2C(C(=O)O1)=CC=CC2)=O (phthalic anhydride). Solvent: O1CCCC1 (tetrahydrofuran). Yields the product BrC1=C(C=CC(=C1)NC(=O)C1=C(C=CC=C1)C(=O)O)CN1OCC(C1=O)(C)C (2-[[2-bromo-4-[(2-carboxyphenyl)carbonylamino]phenyl]methyl]-4,4-dimethyl-3-isoxazolidinone). The yield is 93.4%. Reaction SMILES: [NH2:1][C:2]1[CH:7]=[CH:6][C:5]([CH2:8][N:9]2[C:13](=[O:14])[C:12]([CH3:16])([CH3:15])[CH2:11][O:10]2)=[C:4]([Br:17])[CH:3]=1.[C:18]1(=[O:28])[O:23][C:21](=[O:22])[C:20]2=[CH:24][CH:25]=[CH:26][CH:27]=[C:19]12>O1CCCC1>[Br:17][C:4]1[CH:3]=[C:2]([NH:1][C:18]([C:19]2[CH:27]=[CH:26][CH:25]=[CH:24][C:20]=2[C:21]([OH:23])=[O:22])=[O:28])[CH:7]=[CH:6][C:5]=1[CH2:8][N:9]1[C:13](=[O:14])[C:12]([CH3:15])([CH3:16])[CH2:11][O:10]1. Procedure details: This compound was prepared in a manner analogous to that of Example 1, Step C, using 2.0 grams (0.0067 mole) of 2-[(4-amino-2-bromophenyl)methyl]-4,4-dimethyl-3-isoxazolidinone and 1.0 gram (0.0067 mole) of phthalic anhydride in 50 ml of tetrahydrofuran. The reaction mixture was concentrated under reduced pressure to a residual solid. The solid was recrystallized from ethyl acetate-hexane to yield 2.8 grams of 2-[[2-bromo-4-[(2-carboxyphenyl)carbonylamino]phenyl]methyl]-4,4-dimethyl-3-isoxazolid... Reactants: Cl.ClC=1C=NC(NC1)=O (5-chloropyrimidin-2-one hydrochloride), ClCN(C(=O)OCC)CC1=CC=CC=C1 (N-Chloromethyl-N-ethoxycarbonylbenzylamine), CCOCC (ether). Run in ClCCl (dichloromethane), ClCCl (dichloromethane). Run at time 2 hour. Yields the product C(C1=CC=CC=C1)N(C(=O)OCC)CN1C(N=CC(=C1)Cl)=O (1-(N-Benzyl-N-ethoxycarbonylamino)methyl-5-chloropyrimidin-2-one). Isolated yield 53.0%. As a reaction SMILES: Cl[CH2:2][N:3]([CH2:9][C:10]1[CH:15]=[CH:14][CH:13]=[CH:12][CH:11]=1)[C:4]([O:6][CH2:7][CH3:8])=[O:5].Cl.[Cl:17][C:18]1[CH:19]=[N:20][C:21](=[O:24])[NH:22][CH:23]=1.CCOCC>ClCCl>[CH2:9]([N:3]([CH2:2][N:22]1[CH:23]=[C:18]([Cl:17])[CH:19]=[N:20][C:21]1=[O:24])[C:4]([O:6][CH2:7][CH3:8])=[O:5])[C:10]1[CH:15]=[CH:14][CH:13]=[CH:12][CH:11]=1 |f:1.2|. Procedure details: N-Chloromethyl-N-ethoxycarbonylbenzylamine (see German Offenlegungsschrift No. 2,119,518) (10 mmol) in dichloromethane (20 ml) was added dropwise with stirring to a solution of 5-chloropyrimidin-2-one hydrochloride (20 mmol) in dichloromethane (80 ml). The reaction mixture was stirred at room temperature for 2 hours, extracted with water, the solution dried (MgSO4) and evaporated. The residual crude product (yield 80%, 2.57 g) was triturated with ether to leave the title compound in 53% yield (1... Reactants: S(=O)(=O)([O-])[O-].OC[P+](CO)(CO)CO.OC[P+](CO)(CO)CO (tetrakis(hydroxymethyl) phosphonium sulfate), NC(=O)N (urea), C(C)(=O)[O-].[Na+] (sodium acetate). The solvent is O (water), O (water). Product: NC(=O)N.S(=O)(=O)([O-])[O-].OC[P+](CO)(CO)CO.OC[P+](CO)(CO)CO (tetrakis(hydroxymethyl) phosphonium sulfate urea). Reaction SMILES: [S:1]([O-:5])([O-:4])(=[O:3])=[O:2].[OH:6][CH2:7][P+:8]([CH2:13][OH:14])([CH2:11][OH:12])[CH2:9][OH:10].[OH:15][CH2:16][P+:17]([CH2:22][OH:23])([CH2:20][OH:21])[CH2:18][OH:19].[NH2:24][C:25]([NH2:27])=[O:26].C([O-])(=O)C.[Na+]>O>[NH2:24][C:25]([NH2:27])=[O:26].[S:1]([O-:5])([O-:4])(=[O:3])=[O:2].[OH:6][CH2:7][P+:8]([CH2:13][OH:14])([CH2:11][OH:12])[CH2:9][OH:10].[OH:15][CH2:16][P+:17]([CH2:22][OH:23])([CH2:20][OH:21])[CH2:18][OH:19] |f:0.1.2,4.5,7.8.9.10|. Procedure details: A tetrakis(hydroxymethyl) phosphonium sulfate urea precondensate was prepared by refluxing 1200 gram of tetrakis(hydroxymethyl) phosphonium sulfate (86% solids), 500 grams of water and 75 grams of urea for 2 hours. The resulting solution was diluted with 1300 grams of water and 77 grams of sodium acetate was added thereto. Starting materials: CC#N, CC(C)(C)OC(=O)NC1CCNCC1, c1ccc2c(c1)OCC1OC21. The product is CC(C)(C)OC(=O)NC1CCN(C2c3ccccc3OCC2O)CC1. Reaction SMILES: [CH3:26][C:27]#[N:28].[NH:12]1[CH2:13][CH2:14][CH:15]([NH:18][C:19]([O:20][C:21]([CH3:22])([CH3:23])[CH3:24])=[O:25])[CH2:16][CH2:17]1.[O:1]1[CH:2]2[CH2:3][O:4][c:5]3[cH:6][cH:7][cH:8][cH:9][c:10]3[CH:11]12>>[OH:1][CH:2]1[CH2:3][O:4][c:5]2[cH:6][cH:7][cH:8][cH:9][c:10]2[CH:11]1[N:12]1[CH2:13][CH2:14][CH:15]([NH:18][C:19]([O:20][C:21]([CH3:22])([CH3:23])[CH3:24])=[O:25])[CH2:16][CH2:17]1. Starting materials: Cc1oc(C(C)(C)C)nc1CCl, O=C([O-])[O-], CCOC(Cc1ccc(O)cc1CC)C(=O)OC, [Cs+], [Cs+], [I-], [K+]. Yields the product CCOC(Cc1ccc(OCc2nc(C(C)(C)C)oc2C)cc1CC)C(=O)OC. RXN SMILES: [C:19]([CH3:20])([CH3:21])([CH3:22])[c:23]1[o:24][c:25]([CH3:30])[c:26]([CH2:28][Cl:29])[n:27]1.[C:31](=[O:32])([O-:33])[O-:34].[CH3:1][O:2][C:3]([CH:4]([CH2:5][c:6]1[c:7]([CH2:13][CH3:14])[cH:8][c:9]([OH:12])[cH:10][cH:11]1)[O:15][CH2:16][CH3:17])=[O:18].[Cs+:35].[Cs+:36].[I-:38].[K+:37]>>[CH3:1][O:2][C:3]([CH:4]([CH2:5][c:6]1[c:7]([CH2:13][CH3:14])[cH:8][c:9]([O:12][CH2:28][c:26]2[c:25]([CH3:30])[o:24][c:23]([C:19]([CH3:20])([CH3:21])[CH3:22])[n:27]2)[cH:10][cH:11]1)[O:15][CH2:16][CH3:17])=[O:18].